From a dataset of the Open Reaction Database (ORD), a public repository of structured organic reaction records. describe an organic reaction: reactants, conditions, products, and yield Product: C#CCC12CCC(=O)C3OC31CCC1C3CCC(=O)C3(C)CCC12. Reactants: C#CCC12CCC(=O)C=C1CCC1C3CCC(=O)C3(C)CCC12, CO, [Na+], [OH-], O, OO. As a reaction SMILES: [CH2:1]([C:2]#[CH:3])[C:4]12[CH2:5][CH2:6][C:7](=[O:23])[CH:8]=[C:9]1[CH2:10][CH2:11][CH:12]1[CH:13]3[CH2:14][CH2:15][C:16](=[O:22])[C:17]3([CH3:18])[CH2:19][CH2:20][CH:21]21.[CH3:28][OH:29].[Na+:27].[OH-:26].[OH2:30].[OH:24][OH:25]>>[CH2:1]([C:2]#[CH:3])[C:4]12[CH2:5][CH2:6][C:7](=[O:23])[CH:8]3[C:9]1([CH2:10][CH2:11][CH:12]1[CH:13]4[CH2:14][CH2:15][C:16](=[O:22])[C:17]4([CH3:18])[CH2:19][CH2:20][CH:21]21)[O:24]3. Starting materials: C(#N)C=1C(OC2=CC(=CC=C2C1O)OCCCCCC1=CC=CC=C1)=O (3-cyano-4-hydroxy-7-(5-phenylpentoxy) coumarin), C(C)(=O)C1=C(C(=C(OC(CCOC2=C3C(=C(C(OC3=CC=C2)=O)C#N)O)C)C=C1)CCC)O (5-(3-[4-acetyl-3-hydroxy-2-n-propylphenoxy]butoxy)-3-cyano-4-hydroxy coumarin). Product: C(#N)C=1C(OC2=CC(=CC=C2C1O)OCCCCC1=CC=CC=C1)=O (3-cyano-4-hydroxy-7-(4-phenylbutoxy) coumarin). Reaction SMILES: [C:1]([C:3]1[C:4](=[O:26])[O:5][C:6]2[C:11]([C:12]=1[OH:13])=[CH:10][CH:9]=[C:8]([O:14][CH2:15][CH2:16][CH2:17][CH2:18][CH2:19][C:20]1[CH:25]=[CH:24][CH:23]=[CH:22]C=1)[CH:7]=2)#[N:2].C(C1C=CC(OC(C)CCOC2C=CC=C3C=2C(O)=C(C#N)C(=O)O3)=C(CCC)C=1O)(=O)C>>[C:1]([C:3]1[C:4](=[O:26])[O:5][C:6]2[C:11]([C:12]=1[OH:13])=[CH:10][CH:9]=[C:8]([O:14][CH2:15][CH2:16][CH2:17][CH2:18][C:19]1[CH:20]=[CH:25][CH:24]=[CH:23][CH:22]=1)[CH:7]=2)#[N:2]. Procedure: 3-cyano-4-hydroxy-7-(5-phenylpentoxy) coumarin and 5-(3-[4-acetyl-3-hydroxy-2-n-propylphenoxy]butoxy)-3-cyano-4-hydroxy coumarin